This data is from the Open Reaction Database (ORD), a public repository of structured organic reaction records. The task is: describe an organic reaction: reactants, conditions, products, and yield Reactants: [BH4-].[Na+] (sodium borohydride), OC1=CC=C2C(C=C(OC2=C1)C(=O)OCC)=O (ethyl 7-hydroxy-4-oxo-chromen-2-carboxylate), [Cl-].[Ca+2].[Cl-] (calcium chloride), [BH4-].[Na+] (sodium borohydride), Cl (HCl). Solvent: O (water), C(C)O (ethanol). Conditions: temperature 0 celsius, time 16 hour. Product: OC1=CC=C2C(C=C(OC2=C1)CO)=O (7-hydroxy-2-(hydroxymethyl)-chromen-4-one). The yield is 66.0%. Reaction SMILES: [OH:1][C:2]1[CH:11]=[C:10]2[C:5]([C:6](=[O:17])[CH:7]=[C:8]([C:12](OCC)=[O:13])[O:9]2)=[CH:4][CH:3]=1.[Cl-].[Ca+2].[Cl-].[BH4-].[Na+].Cl>C(O)C.O>[OH:1][C:2]1[CH:11]=[C:10]2[C:5]([C:6](=[O:17])[CH:7]=[C:8]([CH2:12][OH:13])[O:9]2)=[CH:4][CH:3]=1 |f:1.2.3,4.5|. Reported procedure: To a suspension of 5 g (21 mmoles) of ethyl 7-hydroxy-4-oxo-chromen-2-carboxylate and 5 g (45 mmoles) of anhydrous calcium chloride in 100 mL of absolute ethanol, cooled at 0° C., were added 3 g of sodium borohydride in several portions and the mixture was stirred at room temperature for 16 hours. Further 1 g of sodium borohydride was added and stirred for an additional 2 hours. The reaction mixture was suspended in 200 mL of water and acidified slowly with HCl. The precipitate was filtered, was... The reactants are [OH-].[Na+] (NaOH), C(C)OC(C[C@H](CC(C)C)C[N+](=O)[O-])=O ((S)-5-methyl-3-nitromethyl-hexanoic acid ethyl ester), [OH-].[Na+] (NaOH). The solvent is P(=O)([O-])([O-])[O-].[K+].[K+].[K+] (potassium phosphate). The product is [Na+].CC(C[C@@H](CC(=O)[O-])C[N+](=O)[O-])C ((S)-5-methyl-3-nitromethyl-hexanoic acid sodium salt). RXN SMILES: [OH-].[Na+:2].C([O:5][C:6](=[O:17])[CH2:7][C@@H:8]([CH2:13][N+:14]([O-:16])=[O:15])[CH2:9][CH:10]([CH3:12])[CH3:11])C>P([O-])([O-])([O-])=O.[K+].[K+].[K+]>[Na+:2].[CH3:11][CH:10]([CH3:12])[CH2:9][C@H:8]([CH2:13][N+:14]([O-:16])=[O:15])[CH2:7][C:6]([O-:17])=[O:5] |f:0.1,3.4.5.6,7.8|. Procedure: In a beaker 100 mg of EstC (lyophilized) were dissolved/suspended in 10 mL of potassium phosphate buffer (1 mM, pH 7.2). The pH drops to pH ˜6.8 and was adjusted to pH=7.4 with aqueous NaOH (0.1 M). Then 200 mg of 5-methyl-3-nitromethyl-hexanoic acid ethyl ester (VIII, R1=ethyl) were added and the pH was kept at 7.4 by continuous addition of aqueous NaOH (0.1M). After 45% conversion (corresponding to 4.0 mL of 0.1M NaOH consumption) the reaction was stopped by addition of 10 mL of ethyl acetate....